This data is from the Open Reaction Database (ORD), a public repository of structured organic reaction records. The task is: describe an organic reaction: reactants, conditions, products, and yield The reactants are CC(C)(C)OC(=O)NC(C(=O)N1CCCC1c1ccnc(-n2cnc3ccccc32)c1)C1CCCCC1, ClCCl, O=C(O)C(F)(F)F. Yields the product NC(C(=O)N1CCCC1c1ccnc(-n2cnc3ccccc32)c1)C1CCCCC1. As a reaction SMILES: [C:1]([O:2][C:3](=[O:4])[NH:7][CH:8]([C:9](=[O:10])[N:11]1[CH:12]([c:16]2[cH:17][c:18](-[n:22]3[cH:23][n:24][c:25]4[c:26]3[cH:27][cH:28][cH:29][cH:30]4)[n:19][cH:20][cH:21]2)[CH2:13][CH2:14][CH2:15]1)[CH:31]1[CH2:32][CH2:33][CH2:34][CH2:35][CH2:36]1)([CH3:5])([CH3:6])[CH3:37].[Cl:45][CH2:46][Cl:47].[F:38][C:39]([F:40])([F:41])[C:42]([OH:43])=[O:44]>>[NH2:7][CH:8]([C:9](=[O:10])[N:11]1[CH:12]([c:16]2[cH:17][c:18](-[n:22]3[cH:23][n:24][c:25]4[c:26]3[cH:27][cH:28][cH:29][cH:30]4)[n:19][cH:20][cH:21]2)[CH2:13][CH2:14][CH2:15]1)[CH:31]1[CH2:32][CH2:33][CH2:34][CH2:35][CH2:36]1. Starting materials: O1CCN(C2=C1C=CC=C2)C(C(C(=O)NC)O)C2=CC=CC=C2 ((2RS,3RS)-3-(2,3-dihydro-4H-1,4-benzoxazin-4-yl)-2-hydroxy-N-methyl-3 phenylpropanamide), B (borane), aqueous solution, Cl (hydrochloric acid). Solvent: O1CCCC1 (tetrahydrofuran). Reaction conditions: temperature 70 celsius, time 2 hour. The product is O1CCN(C2=C1C=CC=C2)C(C(CNC)O)C2=CC=CC=C2 ((1RS,2SR)-1-(2,3-dihydro-4H-1,4-benzoxazin-4-yl)-3-(methylamino)-1-phenylpropan-2-ol). Yield: 97.8%. RXN SMILES: [O:1]1[C:6]2[CH:7]=[CH:8][CH:9]=[CH:10][C:5]=2[N:4]([CH:11]([C:18]2[CH:23]=[CH:22][CH:21]=[CH:20][CH:19]=2)[CH:12]([OH:17])[C:13]([NH:15][CH3:16])=O)[CH2:3][CH2:2]1.B.Cl>O1CCCC1>[O:1]1[C:6]2[CH:7]=[CH:8][CH:9]=[CH:10][C:5]=2[N:4]([CH:11]([C:18]2[CH:23]=[CH:22][CH:21]=[CH:20][CH:19]=2)[CH:12]([OH:17])[CH2:13][NH:15][CH3:16])[CH2:3][CH2:2]1. Reported procedure: A solution of (2RS,3RS)-3-(2,3-dihydro-4H-1,4-benzoxazin-4-yl)-2-hydroxy-N-methyl-3 phenylpropanamide (216 mg, 0.692 mmol) in dry tetrahydrofuran (3 mL) under nitrogen was treated dropwise with a solution of borane (1.0 M in tetrahydrofuran, 3.50 mL, 3.50 mmol), and the resulting solution was stirred at 70° C. for 2 hours. After cooling in an ice bath, the reaction mixture was treated with a 2N aqueous solution of hydrochloric acid (1 mL), and the resulting mixture was heated at 50° C. for 30 mi... The reactants are CCOC(C)=O, Cc1ccc(CC2(O)CCN(CC3=Cc4ccc(O)cc4C3)CC2)cc1. The product is Cc1ccc(CC2(O)CCN(CC3Cc4ccc(O)cc4C3)CC2)cc1. Reaction SMILES: [CH3:27][CH2:28][O:29][C:30]([CH3:31])=[O:32].[OH:1][c:2]1[cH:3][cH:4][c:5]2[c:9]([cH:10]1)[CH2:8][C:7]([CH2:11][N:12]1[CH2:13][CH2:14][C:15]([OH:18])([CH2:19][c:20]3[cH:21][cH:22][c:23]([CH3:26])[cH:24][cH:25]3)[CH2:16][CH2:17]1)=[CH:6]2>>[OH:1][c:2]1[cH:3][cH:4][c:5]2[c:9]([cH:10]1)[CH2:8][CH:7]([CH2:11][N:12]1[CH2:13][CH2:14][C:15]([OH:18])([CH2:19][c:20]3[cH:21][cH:22][c:23]([CH3:26])[cH:24][cH:25]3)[CH2:16][CH2:17]1)[CH2:6]2. Reactants: CCCCc1cn(C(C)(C)C)sc1=NC(=O)C1CCNC1, CCOC(=O)Cl. The product is CCCCc1cn(C(C)(C)C)sc1=NC(=O)C1CCN(C(=O)OCC)C1. RXN SMILES: [CH2:1]([CH2:2][CH2:3][CH3:4])[c:5]1[cH:6][n:7]([C:18]([CH3:19])([CH3:20])[CH3:21])[s:8][c:9]1=[N:10][C:11](=[O:12])[CH:13]1[CH2:14][NH:15][CH2:16][CH2:17]1.[CH2:22]([CH3:23])[O:24][C:25](=[O:26])[Cl:27]>>[CH2:1]([CH2:2][CH2:3][CH3:4])[c:5]1[cH:6][n:7]([C:18]([CH3:19])([CH3:20])[CH3:21])[s:8][c:9]1=[N:10][C:11](=[O:12])[CH:13]1[CH2:14][N:15]([C:25]([O:24][CH2:22][CH3:23])=[O:26])[CH2:16][CH2:17]1. Starting materials: COC(=O)C(N)Cc1ccc(F)c(Br)c1, Cl, O=C(O)c1ccc(I)cc1NS(=O)(=O)c1cccc2nccnc12. The product is COC(=O)C(Cc1ccc(F)c(Br)c1)NC(=O)c1ccc(I)cc1NS(=O)(=O)c1cccc2nccnc12. Reaction SMILES: [CH3:26][O:27][C:28]([CH:29]([CH2:30][c:31]1[cH:32][c:33]([Br:38])[c:34]([F:37])[cH:35][cH:36]1)[NH2:39])=[O:40].[ClH:25].[I:1][c:2]1[cH:3][c:4]([NH:11][S:12](=[O:13])(=[O:14])[c:15]2[c:16]3[n:17][cH:18][cH:19][n:20][c:21]3[cH:22][cH:23][cH:24]2)[c:5]([C:6](=[O:7])[OH:8])[cH:9][cH:10]1>>[I:1][c:2]1[cH:3][c:4]([NH:11][S:12](=[O:13])(=[O:14])[c:15]2[c:16]3[n:17][cH:18][cH:19][n:20][c:21]3[cH:22][cH:23][cH:24]2)[c:5]([C:6](=[O:8])[NH:39][CH:29]([C:28]([O:27][CH3:26])=[O:40])[CH2:30][c:31]2[cH:32][c:33]([Br:38])[c:34]([F:37])[cH:35][cH:36]2)[cH:9][cH:10]1. RXN SMILES: [C:33]([O:34][BH-:35]([O:36][C:37](=[O:38])[CH3:39])[O:40][C:41](=[O:42])[CH3:43])(=[O:44])[CH3:45].[CH2:31]=[O:32].[CH3:1][c:2]1[cH:3][c:4]2[c:5]([cH:29][cH:30]1)[NH:6][c:7]1[c:8]([cH:25][cH:26][cH:27][cH:28]1)[N:9]=[C:10]2[N:11]1[CH2:12][CH:13]([CH2:17][CH2:18][c:19]2[cH:20][cH:21][cH:22][cH:23][cH:24]2)[NH:14][CH2:15][CH2:16]1.[Cl:47][CH2:48][CH2:49][Cl:50].[Na+:46]>>[CH3:1][c:2]1[cH:3][c:4]2[c:5]([cH:29][cH:30]1)[NH:6][c:7]1[c:8]([cH:25][cH:26][cH:27][cH:28]1)[N:9]=[C:10]2[N:11]1[CH2:12][CH:13]([CH2:17][CH2:18][c:19]2[cH:20][cH:21][cH:22][cH:23][cH:24]2)[N:14]([CH3:33])[CH2:15][CH2:16]1. The reactants are CC(=O)O[BH-](OC(C)=O)OC(C)=O, C=O, Cc1ccc2c(c1)C(N1CCNC(CCc3ccccc3)C1)=Nc1ccccc1N2, ClCCCl, [Na+]. Yields the product Cc1ccc2c(c1)C(N1CCN(C)C(CCc3ccccc3)C1)=Nc1ccccc1N2. The reactants are BrBr (bromine), ClC1=CC=C(C=C1)N1N=C2C(CC1=O)CSC1=C2C=C(C=C1)C (2-(4-chlorophenyl)-9-methyl-2,3,4,4a-tetrahydro-5H-(1)benzothiopyrano[4,3-c]pyridazin-3-one), O (water). Run in C(C)(=O)O (acetic acid). Product: ClC1=CC=C(C=C1)N1N=C2C(=CC1=O)CSC1=C2C=C(C=C1)C (2-(4-chlorophenyl)-9-methyl-2,3-dihydro-5H-(1)benzothiopyrano[4,3-c]pyridazin-3-one). Yield: 29.6%. Reaction SMILES: [Cl:1][C:2]1[CH:7]=[CH:6][C:5]([N:8]2[C:13](=[O:14])[CH2:12][CH:11]3[CH2:15][S:16][C:17]4[CH:22]=[CH:21][C:20]([CH3:23])=[CH:19][C:18]=4[C:10]3=[N:9]2)=[CH:4][CH:3]=1.BrBr.O>C(O)(=O)C>[Cl:1][C:2]1[CH:3]=[CH:4][C:5]([N:8]2[C:13](=[O:14])[CH:12]=[C:11]3[CH2:15][S:16][C:17]4[CH:22]=[CH:21][C:20]([CH3:23])=[CH:19][C:18]=4[C:10]3=[N:9]2)=[CH:6][CH:7]=1. Procedure details: To a mixture of 1.7 g of 2-(4-chlorophenyl)-9-methyl-2,3,4,4a-tetrahydro-5H-(1)benzothiopyrano[4,3-c]pyridazin-3-one in 30 ml of acetic acid is added 1.2 g of bromine dropwise with stirring at 40°-50° C. on a water bath. After the completion of addition, the mixture is stirred at 50° C. for 3 hours and poured into an excess amount of water. The precipitated crystals are collected by filtration and recrystallized from acetic acid to give 0.5 g of 2-(4-chlorophenyl)-9-methyl-2,3-dihydro-5H-(1)benz...